describe an organic reaction: reactants, conditions, products, and yield From a dataset of the Open Reaction Database (ORD), a public repository of structured organic reaction records. The reactants are CC(C)(C)N, CCCN, O=S(=O)(Cl)CCCCCl, CCCCl, O=S(=O)(Cl)Cl. Product: CCCNS(=O)(=O)CCCCCl. As a reaction SMILES: [C:5]([NH2:6])([CH3:7])([CH3:8])[CH3:9].[CH2:1]([CH2:2][CH3:3])[NH2:4].[Cl:10][CH2:11][CH2:12][CH2:13][CH2:14][S:15](=[O:16])(=[O:17])[Cl:18].[Cl:24][CH2:25][CH2:26][CH3:27].[S:19]([Cl:20])([Cl:21])(=[O:22])=[O:23]>>[CH2:1]([CH2:2][CH3:3])[NH:4][S:15]([CH2:14][CH2:13][CH2:12][CH2:11][Cl:10])(=[O:16])=[O:17]. The reactants are NC1=CC=CC(=N1)NC(C(C)(C)C)=O (6-amino-2-(pivaloylamino)pyridine), Cl (HCl), [OH-].[Na+] (NaOH), N(=O)[O-].[K+] (potassium nitrite). The solvent is O (water). The product is ClC1=CC=CC(=N1)NC(C(C)(C)C)=O (6-Chloro-2-(pivaloylamino)pyridine), powder. RXN SMILES: N[C:2]1[N:7]=[C:6]([NH:8][C:9](=[O:14])[C:10]([CH3:13])([CH3:12])[CH3:11])[CH:5]=[CH:4][CH:3]=1.N([O-])=O.[K+].[OH-].[Na+].[ClH:21]>O>[Cl:21][C:2]1[N:7]=[C:6]([NH:8][C:9](=[O:14])[C:10]([CH3:13])([CH3:12])[CH3:11])[CH:5]=[CH:4][CH:3]=1 |f:1.2,3.4|. Procedure: To a precooled (−10° C.) suspension of 6-amino-2-(pivaloylamino)pyridine (28.00 g, 0.145 mol) in conc. aqueous HCl (150 mL) was added potassium nitrite (14.81 g, 0.174 mol) dissolved in water (8 mL) over a 1.5 h period. The resulting reaction mixture was stirred for 5 h at −10° C. under nirogen, before ajustment of the pH to 9 by addition of conc. aqueous NaOH. The aqueous solution was extracted with ethyl acetate (3×100 mL) and the organic fractions washed with 2M NaOH (3×40 mL). The organic ph... The reactants are ClC1=C(C=CC=C1)C1=NNC=C1 (3-(2'-chlorophenyl)-1H-pyrazole), ClCl (chlorine). Run in C(Cl)Cl (methylene chloride), C(C)(=O)O (acetic acid), C(C)(=O)O (acetic acid). The product is ClC1=C(C=CC=C1)C1=NNC=C1Cl (3-(2'-chlorophenyl)-4-chloro-1H-pyrazole). Yield: 44.5%. Reaction SMILES: [Cl:1][C:2]1[CH:7]=[CH:6][CH:5]=[CH:4][C:3]=1[C:8]1[CH:12]=[CH:11][NH:10][N:9]=1.[Cl:13]Cl>C(O)(=O)C.C(Cl)Cl>[Cl:1][C:2]1[CH:7]=[CH:6][CH:5]=[CH:4][C:3]=1[C:8]1[C:12]([Cl:13])=[CH:11][NH:10][N:9]=1. Procedure details: 6.8 g (0.038 mol ) of 3-(2'-chlorophenyl)-1H-pyrazole, prepared as in Example 9, are dissolved, at temperature and with stirring, in 30 ml of acetic acid. 2.9 g (0.0409 mol) of chlorine are then introduced into the reaction mixture. Stirring is maintained for 1 hour at room temperature and then the acetic acid is driven off under reduced pressure. The residue is taken up in methylene chloride and this organic solution is washed with an aqueous bicarbonate solution, then with water and then dried... The reactants are BrCCCN1C(C=2C(C1=O)=CC=CC2)=O (N-(3-bromopropyl)phthalimide), C([O-])([O-])=O.[K+].[K+] (potassium carbonate), [I-].[K+] (potassium iodide). The solvent is C(C)#N (acetonitrile). The product is C(=O)C=1C=C(OCCCN2C(C=3C(C2=O)=CC=CC3)=O)C=CC1 (N-[3-(3-formylphenoxy)propyl]phthalimide). Yield: 188.6%. As a reaction SMILES: Br[CH2:2][CH2:3][CH2:4][N:5]1[C:9](=[O:10])[C:8]2=[CH:11][CH:12]=[CH:13][CH:14]=[C:7]2[C:6]1=[O:15].[C:16](=[O:19])([O-])[O-].[K+].[K+].[I-].[K+]>C(#N)C>[CH:9]([C:8]1[CH:11]=[C:16]([CH:13]=[CH:14][CH:7]=1)[O:19][CH2:2][CH2:3][CH2:4][N:5]1[C:9](=[O:10])[C:8]2=[CH:11][CH:12]=[CH:13][CH:14]=[C:7]2[C:6]1=[O:15])=[O:10] |f:1.2.3,4.5|. Procedure details: m-Hydroxybenzaldehyde (12.2 g), N-(3-bromopropyl)phthalimide (26.8 g), anhydrous potassium carbonate (13.8 g) and potassium iodide (1.7 g) were suspended in acetonitrile (600 ml), and the suspension was heated under reflux for 18 hours. After cooling, the precipitate was removed, and the solvent was evaporated under reduced pressure. The residue was distributed between benzene and water. The organic layer was washed successively with a 1N aqueous NaOH solution, water and a saturated aqueous solu... Starting materials: CC1=CC=C(C=C1)S (4-methylthiophenol), ClCC#N (chloroacetonitrile), C(=O)([O-])[O-].[K+].[K+] (K2CO3). Solvent: CS(=O)C (DMSO). Yields the product CC1=CC=C(SCC#N)C=C1 (4-methylthiophenoxyacetonitrile). As a reaction SMILES: [CH3:1][C:2]1[CH:7]=[CH:6][C:5]([SH:8])=[CH:4][CH:3]=1.Cl[CH2:10][C:11]#[N:12].C([O-])([O-])=O.[K+].[K+]>CS(C)=O>[CH3:1][C:2]1[CH:7]=[CH:6][C:5]([S:8][CH2:10][C:11]#[N:12])=[CH:4][CH:3]=1 |f:2.3.4|. Procedure: The compound 4-methylthiophenoxyacetonitrile was prepared by heating 4-methylthiophenol, chloroacetonitrile and anhydrous K2CO3 in DMSO, employing substantially the same procedure described in previous examples.